From a dataset of the Open Reaction Database (ORD), a public repository of structured organic reaction records. describe an organic reaction: reactants, conditions, products, and yield Starting materials: OCC1=CC(=NC=C1)NC=1SC2=C(N1)C=CC(=C2)C2=CC=NC=C2 (N-(4-(hydroxymethyl)pyridin-2-yl)-6-(pyridin-4-yl)benzo[d]thiazol-2-amine), O=P(Cl)(Cl)Cl (POCl3). Conditions: temperature 110 celsius, time 2 hour. Product: ClCC1=CC(=NC=C1)NC=1SC2=C(N1)C=CC(=C2)C2=CC=NC=C2 (N-(4-(chloromethyl)pyridin-2-yl)-6-(pyridin-4-yl)benzo[d]thiazol-2-amine). Yield: 63.0%. As a reaction SMILES: O[CH2:2][C:3]1[CH:8]=[CH:7][N:6]=[C:5]([NH:9][C:10]2[S:11][C:12]3[CH:18]=[C:17]([C:19]4[CH:24]=[CH:23][N:22]=[CH:21][CH:20]=4)[CH:16]=[CH:15][C:13]=3[N:14]=2)[CH:4]=1.O=P(Cl)(Cl)[Cl:27]>>[Cl:27][CH2:2][C:3]1[CH:8]=[CH:7][N:6]=[C:5]([NH:9][C:10]2[S:11][C:12]3[CH:18]=[C:17]([C:19]4[CH:24]=[CH:23][N:22]=[CH:21][CH:20]=4)[CH:16]=[CH:15][C:13]=3[N:14]=2)[CH:4]=1. Procedure details: (2-((6-(Pyridin-4-yl)benzo[d]thiazol-2-yl)amino)pyridin-4-yl)methanol 101 (0.12 g, 0.36 mmol, 1 eq.) was dissolved in POCl3 (3 mL) under N2, and the suspension was stirred at 110° C. for 2 hours. After cooling, POCl3 was evaporated under reduced pressure and the residue was basified with sat. Na2CO3 solution, then extracted with DCM, dried and concentrated in vacuo to afford N-(4-(chloromethyl)pyridin-2-yl)-6-(pyridin-4-yl)benzo[d]thiazol-2-amine (80 mg, 63%) which was used directly in the next ... Starting materials: C(C)OCC (ethyl ether), CC(CCC#N)(CO[Si](C)(C)C(C)(C)C)C (4,4-dimethyl-5-t-butyldimethylsilyloxyvaleronitrile), solution, [H-].C(C(C)C)[Al+]CC(C)C (diisobutyl-aluminum hydride), Cl (HCl). The solvent is C(Cl)Cl (CH2Cl2), C(Cl)Cl (CH2Cl2). Reaction conditions: temperature -78 celsius, time 2 hour. The product is CC(CCC=O)(CO[Si](C)(C)C(C)(C)C)C (4,4-Dimethyl-5-t-butyldimethylsilyloxyvaleraldehyde). Isolated yield 79.0%. RXN SMILES: [CH3:1][C:2]([CH3:16])([CH2:7][O:8][Si:9]([C:12]([CH3:15])([CH3:14])[CH3:13])([CH3:11])[CH3:10])[CH2:3][CH2:4][C:5]#N.[H-].C([Al+]CC(C)C)C(C)C.C([O:29]CC)C.Cl>C(Cl)Cl>[CH3:1][C:2]([CH3:16])([CH2:7][O:8][Si:9]([C:12]([CH3:15])([CH3:14])[CH3:13])([CH3:11])[CH3:10])[CH2:3][CH2:4][CH:5]=[O:29] |f:1.2|. Reported procedure: To a cooled (-78° C.) solution of 4.5 g (18.6 mmol) of 4,4-dimethyl-5-t-butyldimethylsilyloxyvaleronitrile in 36 mL of dry CH2Cl2 was added dropwise, over 30 min., 20.4 mL (20.4 mmol;1.1 eq) of a 1.0M solution of diisobutyl-aluminum hydride in CH2Cl2. After stirring for 2 h at -78° C., the cooling bath was removed and the solution allowed to warm to 0° C. To the crude (0° C.) reaction mixture was added 50-60 mL of ethyl ether, followed by the cautious addition of 10% HCl, until the mixture becam... The reactants are CC(C)(C)C(O[SiH](c1ccccc1)c1ccccc1)c1cn(CCF)cn1, CC(C)(C)C(O[SiH](c1ccccc1)c1ccccc1)c1cncn1CCF, [Li]CCCC, C1CCOC1, [Cl-], [NH4+]. Yields the product C=Cn1cncc1C(O[SiH](c1ccccc1)c1ccccc1)C(C)(C)C. Reaction SMILES: [C:1]([CH:2]([O:3][SiH:4]([c:5]1[cH:6][cH:7][cH:8][cH:9][cH:10]1)[c:11]1[cH:12][cH:13][cH:14][cH:15][cH:16]1)[c:17]1[n:18][cH:19][n:20]([CH2:21][CH2:22][F:23])[cH:24]1)([CH3:25])([CH3:26])[CH3:27].[C:28]([CH3:29])([CH3:30])([CH3:31])[CH:32]([c:33]1[cH:34][n:35][cH:36][n:37]1[CH2:38][CH2:39][F:40])[O:41][SiH:42]([c:43]1[cH:44][cH:45][cH:46][cH:47][cH:48]1)[c:49]1[cH:50][cH:51][cH:52][cH:53][cH:54]1.[CH2:55]([Li:56])[CH2:57][CH2:58][CH3:59].[CH2:62]1[O:63][CH2:64][CH2:65][CH2:66]1.[Cl-:60].[NH4+:61]>>[C:28]([CH3:29])([CH3:30])([CH3:31])[CH:32]([c:33]1[cH:34][n:35][cH:36][n:37]1[CH:38]=[CH2:39])[O:41][SiH:42]([c:43]1[cH:44][cH:45][cH:46][cH:47][cH:48]1)[c:49]1[cH:50][cH:51][cH:52][cH:53][cH:54]1. Procedure details: A mixture of 4.8 parts of 1-[4-(phenylamino)-1-(2-phenylethyl)-4-piperidinyl]ethanone and 15 parts of propanoic acid, anhydride is stirred for 5 hours at 180° C. (oil-bath). Stirring is continued overnight, while meantime the mixture is allowed to reach room temperature. The reaction mixture is poured onto ice-water and the whole is alkalized with a concentrated ammonium hydroxide solution. The product is extracted with benzene. The extract is washed twice with water, dried, filtered and evapora... Reaction SMILES: [C:1]1([NH:7][C:8]2([C:22](=[O:24])[CH3:23])[CH2:13][CH2:12][N:11]([CH2:14][CH2:15][C:16]3[CH:21]=[CH:20][CH:19]=[CH:18][CH:17]=3)[CH2:10][CH2:9]2)[CH:6]=[CH:5][CH:4]=[CH:3][CH:2]=1.[C:25]([O:29][C:30](=[O:33])[CH2:31]C)(=[O:28])[CH2:26][CH3:27].[OH-:34].[NH4+]>>[C:30]([OH:29])(=[O:33])[C:31]([OH:24])=[O:34].[C:22]([C:8]1([N:7]([C:1]2[CH:2]=[CH:3][CH:4]=[CH:5][CH:6]=2)[C:25](=[O:28])[CH2:26][CH3:27])[CH2:13][CH2:12][N:11]([CH2:14][CH2:15][C:16]2[CH:21]=[CH:20][CH:19]=[CH:18][CH:17]=2)[CH2:10][CH2:9]1)(=[O:24])[CH3:23] |f:2.3,4.5|. The reactants are C1(=CC=CC=C1)NC1(CCN(CC1)CCC1=CC=CC=C1)C(C)=O (1-[4-(phenylamino)-1-(2-phenylethyl)-4-piperidinyl]ethanone), C(CC)(=O)OC(CC)=O (propanoic acid, anhydride), [OH-].[NH4+] (ammonium hydroxide). Run at temperature 180 celsius, time 5 hour. Product: C(C(=O)O)(=O)O.C(C)(=O)C1(CCN(CC1)CCC1=CC=CC=C1)N(C(CC)=O)C1=CC=CC=C1 (N-[4-acetyl-1-(2-phenylethyl)-4-piperidinyl]-N-phenylpropanamide ethanedioate). Starting materials: C(C)OC(=O)C1=CN2N(COC=3C(=C(C=C(C1=O)C32)F)N3CCN(CC3)C3=C(C=C(C=C3)N3C(O[C@H](C3)CNC(C)=O)=O)F)C (9-(4-{4-[(5S)-5-(acetylamino-methyl)-2-oxo-oxazolidin-3-yl]-2-fluoro-phenyl}-piperazin-1-yl)-8-fluoro-3-methyl-6-oxo-2,3-dihydro-6H-1-oxa-3,3a-diaza-phenalene-5-carboxylic acid ethyl ester), Cl (HCl), C(C)(=O)O (acetic acid). Solvent: C(Cl)Cl.C(=O)(C(F)(F)F)O (CH2Cl2 TFA). The product is C(C)(=O)NC[C@H]1CN(C(O1)=O)C1=CC(=C(C=C1)N1CCN(CC1)C1=C(C=C2C(C(=CN3N(COC1=C32)C)C(=O)O)=O)F)F (9-(4-{4-[(5S)-5-(Acetylamino-methyl)-2-oxo-oxazolidin-3-yl]-2-fluoro-phenyl}-piperazin-1-yl)-8-fluoro-3-methyl-6-oxo-2,3-dihydro-6H-1-oxa-3,3a-diaza-phenalene-5-carboxylic Acid). Reaction SMILES: C([O:3][C:4]([C:6]1[C:17](=[O:18])[C:16]2[C:19]3[N:8]([N:9]([CH3:45])[CH2:10][O:11][C:12]=3[C:13]([N:21]3[CH2:26][CH2:25][N:24]([C:27]4[CH:32]=[CH:31][C:30]([N:33]5[CH2:37][C@H:36]([CH2:38][NH:39][C:40](=[O:42])[CH3:41])[O:35][C:34]5=[O:43])=[CH:29][C:28]=4[F:44])[CH2:23][CH2:22]3)=[C:14]([F:20])[CH:15]=2)[CH:7]=1)=[O:5])C.Cl.C(O)(=O)C>C(Cl)Cl.C(O)(C(F)(F)F)=O>[C:40]([NH:39][CH2:38][C@@H:36]1[O:35][C:34](=[O:43])[N:33]([C:30]2[CH:31]=[CH:32][C:27]([N:24]3[CH2:23][CH2:22][N:21]([C:13]4[C:12]5=[C:19]6[C:16]([C:17](=[O:18])[C:6]([C:4]([OH:5])=[O:3])=[CH:7][N:8]6[N:9]([CH3:45])[CH2:10][O:11]5)=[CH:15][C:14]=4[F:20])[CH2:26][CH2:25]3)=[C:28]([F:44])[CH:29]=2)[CH2:37]1)(=[O:42])[CH3:41] |f:3.4|. Procedure: 44 mg of 9-(4-{4-[(5S)-5-(acetylamino-methyl)-2-oxo-oxazolidin-3-yl]-2-fluoro-phenyl}-piperazin-1-yl)-8-fluoro-3-methyl-6-oxo-2,3-dihydro-6H-1-oxa-3,3a-diaza-phenalene-5-carboxylic acid ethyl ester (0.32 mmol) were heated at 80° C. in 2 ml of a 1/1 conc. HCl and acetic acid mixture. The reaction was monitored by HPLC. The HCl/AcOH mixture was evaporated, the residue dissolved in a methanol/dichloromethane 1/1 mixture, treated with triethylamine and evaporated. The deacetylated residue was dissol... Reactants: O.O.O.O.O.O.[Cl-].[Al+3].[Cl-].[Cl-] (aluminium chloride hexahydrate), O=C1N(CC=2CC=CCC12)C1=CC=C(C=C1)C(C(=O)O)C (α-[4-(1-oxo-4,7-dihydro-2-isoindolinyl)phenyl]propionic acid). Solvent: O (water), O (water). Reaction conditions: time 1 hour. Product: O=C1N(CC=2CC=CCC12)C1=CC=C(C=C1)C(C(=O)[O-])C.[Al+3].O=C1N(CC=2CC=CCC12)C1=CC=C(C=C1)C(C(=O)[O-])C.O=C1N(CC=2CC=CCC12)C1=CC=C(C=C1)C(C(=O)[O-])C (Aluminium α-[4-(1-oxo-4,7-dihydro-2-isoindolinyl)phenyl]propionate). The yield is 103.0%. RXN SMILES: [O:1]=[C:2]1[C:10]2[CH2:9][CH:8]=[CH:7][CH2:6][C:5]=2[CH2:4][N:3]1[C:11]1[CH:16]=[CH:15][C:14]([CH:17]([CH3:21])[C:18]([OH:20])=[O:19])=[CH:13][CH:12]=1.O.O.O.O.O.O.[Cl-].[Al+3:29].[Cl-].[Cl-]>O>[O:1]=[C:2]1[C:10]2[CH2:9][CH:8]=[CH:7][CH2:6][C:5]=2[CH2:4][N:3]1[C:11]1[CH:16]=[CH:15][C:14]([CH:17]([CH3:21])[C:18]([O-:20])=[O:19])=[CH:13][CH:12]=1.[Al+3:29].[O:1]=[C:2]1[C:10]2[CH2:9][CH:8]=[CH:7][CH2:6][C:5]=2[CH2:4][N:3]1[C:11]1[CH:16]=[CH:15][C:14]([CH:17]([CH3:21])[C:18]([O-:20])=[O:19])=[CH:13][CH:12]=1.[O:1]=[C:2]1[C:10]2[CH2:9][CH:8]=[CH:7][CH2:6][C:5]=2[CH2:4][N:3]1[C:11]1[CH:16]=[CH:15][C:14]([CH:17]([CH3:21])[C:18]([O-:20])=[O:19])=[CH:13][CH:12]=1 |f:1.2.3.4.5.6.7.8.9.10,12.13.14.15|. Procedure: A mixture of 8.37 g (0.03 mole) of α-[4-(1-oxo-4,7-dihydro-2-isoindolinyl)phenyl]propionic acid and 30 ml of water was stirred for about 1 hour. At the end of this time, a solution of 2.41 g (0.01 mole) of aluminium chloride hexahydrate in 50 ml of water was added to the resulting solution. The white precipitate which was produced was collected by filtration and washed with 75 ml of water. The resulting white solid was then dried at 105° C. for 4 hours. There were obtained 9.0 g of a white solid... Starting materials: C[Si](O[K])(C)C (trimethylsiloxypotassium), FC1=C(C=C(C=C1)CC#N)C (4-Fluoro-3-methylphenylacetonitrile), O.C([O-])(O)=O.[Na+] (sodium bicarbonate water). Run in C1(=CC=CC=C1)C (toluene). Reaction conditions: temperature 110 celsius, time 2.5 hour. Product: FC1=C(C=C(C=C1)CC(=O)N)C (2-(4-fluoro-3-methylphenyl)acetamide). The yield is 70.0%. RXN SMILES: [F:1][C:2]1[CH:7]=[CH:6][C:5]([CH2:8][C:9]#[N:10])=[CH:4][C:3]=1[CH3:11].C[Si](C)(C)[O:14][K].O.C(=O)(O)[O-].[Na+]>C1(C)C=CC=CC=1>[F:1][C:2]1[CH:7]=[CH:6][C:5]([CH2:8][C:9]([NH2:10])=[O:14])=[CH:4][C:3]=1[CH3:11] |f:2.3.4|. Procedure details: 4-Fluoro-3-methylphenylacetonitrile (1.1 g) was dissolved in toluene (35 ml), and trimethylsiloxypotassium (3.7 g) was added. After stirring at 110° C. for 2.5 hours, saturated sodium bicarbonate water was added, followed by separation with ethyl acetate. The organic layer was washed with brine, dried over magnesium sulfate and concentrated under reduced pressure to obtain 863 mg of the title compound. The property values of the compound are as follows.